From a dataset of the Open Reaction Database (ORD), a public repository of structured organic reaction records. describe an organic reaction: reactants, conditions, products, and yield Starting materials: Cc1ccccc1, ClCc1cccnc1, Cl, O, c1ccc(P(c2ccccc2)c2ccccc2)cc1. Yields the product c1ccc([P+](Cc2cccnc2)(c2ccccc2)c2ccccc2)cc1, [Cl-]. As a reaction SMILES: [CH3:30][c:31]1[cH:32][cH:33][cH:34][cH:35][cH:36]1.[Cl:2][CH2:3][c:4]1[cH:5][n:6][cH:7][cH:8][cH:9]1.[ClH:1].[OH2:29].[c:10]1([P:16]([c:17]2[cH:18][cH:19][cH:20][cH:21][cH:22]2)[c:23]2[cH:24][cH:25][cH:26][cH:27][cH:28]2)[cH:11][cH:12][cH:13][cH:14][cH:15]1>>[CH2:3]([c:4]1[cH:5][n:6][cH:7][cH:8][cH:9]1)[P+:16]([c:10]1[cH:11][cH:12][cH:13][cH:14][cH:15]1)([c:17]1[cH:18][cH:19][cH:20][cH:21][cH:22]1)[c:23]1[cH:24][cH:25][cH:26][cH:27][cH:28]1.[Cl-:2]. Starting materials: COC=1C=C2C=CC(=C(C2=CC1)OC1=CC=C(C=C1)OCCN1CCCCC1)OS(=O)(=O)C(F)(F)F (trifluoromethanesulfonic acid 6-methoxy-1-[4-(2-piperidin-1-yl-ethoxy)-phenoxy]-naphthalen-2-yl ester), FC=1C=C(C=C(C1F)F)B(O)O (3,4,5-trifluorobenzene boronic acid), [F-].[Cs+] (cesium fluoride), C1(CCCCC1)P(C1CCCCC1)C1CCCCC1 (tricyclohexylphosphine). Reagents/catalysts: C(C)(=O)[O-].[Pd+2].C(C)(=O)[O-] (palladium(II)acetate). The product is COC=1C=C2C=CC(=C(C2=CC1)OC1=CC=C(OCCN2CCCCC2)C=C1)C1=CC(=C(C(=C1)F)F)F (1-(2-{4-[6-Methoxy-2-(3,4,5-trifluoro-phenyl)-naphthalen-1-yloxy]-phenoxy}-ethyl)-piperidine). The yield is 93.3%. As a reaction SMILES: [CH3:1][O:2][C:3]1[CH:4]=[C:5]2[C:10](=[CH:11][CH:12]=1)[C:9]([O:13][C:14]1[CH:19]=[CH:18][C:17]([O:20][CH2:21][CH2:22][N:23]3[CH2:28][CH2:27][CH2:26][CH2:25][CH2:24]3)=[CH:16][CH:15]=1)=[C:8](OS(C(F)(F)F)(=O)=O)[CH:7]=[CH:6]2.[F:37][C:38]1[CH:39]=[C:40](B(O)O)[CH:41]=[C:42]([F:45])[C:43]=1[F:44].[F-].[Cs+].C1(P(C2CCCCC2)C2CCCCC2)CCCCC1>C([O-])(=O)C.[Pd+2].C([O-])(=O)C>[CH3:1][O:2][C:3]1[CH:4]=[C:5]2[C:10](=[CH:11][CH:12]=1)[C:9]([O:13][C:14]1[CH:19]=[CH:18][C:17]([O:20][CH2:21][CH2:22][N:23]3[CH2:24][CH2:25][CH2:26][CH2:27][CH2:28]3)=[CH:16][CH:15]=1)=[C:8]([C:40]1[CH:39]=[C:38]([F:37])[C:43]([F:44])=[C:42]([F:45])[CH:41]=1)[CH:7]=[CH:6]2 |f:2.3,5.6.7|. Procedure: Charge a flask with trifluoromethanesulfonic acid 6-methoxy-1-[4-(2-piperidin-1-yl-ethoxy)-phenoxy]-naphthalen-2-yl ester (800 mg, 1.52 mmol), 3,4,5-trifluorobenzene boronic acid (804 mg, 4.57 mmol) and cesium fluoride (1.1 g, 7.6 mmol) and purge with nitrogen. In a separate flask, charge palladium(II)acetate (34 mg, 0.15 mmol) and tricyclohexylphosphine (64 mg, 0.23 mmol) and purge with nitrogen. Add degassed acetonitrile and sonicate under nitrogen for 10 minutes. Add the catalyst solution to ... Reactants: C1(=CC=C(C=C1)S(=O)(=O)OC[C@@H](CCC=1C=NC=CC1)O[Si](C)(C)C(C)(C)C)C ((2R)-2-(tert-butyldimethylsilyloxy)-4-(3-pyridyl)-1-butyl para-toluenesulfonate), [F-].C(CCC)[N+](CCCC)(CCCC)CCCC (tetrabutylammonium fluoride), [H-].[Na+] (sodium hydride), FC=1C=C(C=CC1O)C1=CC=CC=C1 (3-fluorobiphenyl-4-ol). Run in CN(C=O)C (dimethylformamide), [Cl-].[Na+].O (brine), O1CCCC1 (tetrahydrofuran). Conditions: time 3 hour. Yields the product FC=1C=C(C=CC1OC[C@@H](CCC=1C=NC=CC1)O)C1=CC=CC=C1 ((2R)-1-(3-Fluorobiphenyl-4-yloxy)-4-(3-pyridyl)-2-butanol). Yield: 32.3%. Reaction SMILES: C1(C)C=CC(S([O:10][CH2:11][C@H:12]([O:21][Si](C(C)(C)C)(C)C)[CH2:13][CH2:14][C:15]2[CH:16]=[N:17][CH:18]=[CH:19][CH:20]=2)(=O)=O)=CC=1.[H-].[Na+].[F:32][C:33]1[CH:34]=[C:35]([C:40]2[CH:45]=[CH:44][CH:43]=[CH:42][CH:41]=2)[CH:36]=[CH:37][C:38]=1O.[F-].C([N+](CCCC)(CCCC)CCCC)CCC>CN(C)C=O.O1CCCC1.[Cl-].[Na+].O>[F:32][C:33]1[CH:34]=[C:35]([C:40]2[CH:41]=[CH:42][CH:43]=[CH:44][CH:45]=2)[CH:36]=[CH:37][C:38]=1[O:10][CH2:11][C@H:12]([OH:21])[CH2:13][CH2:14][C:15]1[CH:16]=[N:17][CH:18]=[CH:19][CH:20]=1 |f:1.2,4.5,8.9.10|. Procedure: Prepared according to the method described in Example 26e) from (2R)-2-(tert-butyldimethylsilyloxy)-4-(3-pyridyl)-1-butyl para-toluenesulfonate (1.0 g), sodium hydride (60% dispersion in mineral oil, 0.115 g) and 3-fluorobiphenyl-4-ol (0.52 g) in dimethylformamide (15 ml). The adduct was dissolved in tetrahydrofuran (10 ml) and tetrabutylammonium fluoride (1.08 g) was added. The reaction was stirred at ambient temperature for 3 hours and was then poured into brine and extracted with ether. The c... The reactants are CO, NC(=O)C1CCC2CN1C(=O)N2OCc1ccccc1. The product is NC(=O)C1CCC2CN1C(=O)N2O. Reaction SMILES: [CH3:21][OH:22].[O:1]=[C:2]1[N:3]([O:13][CH2:14][c:15]2[cH:16][cH:17][cH:18][cH:19][cH:20]2)[CH:4]2[CH2:5][CH2:6][CH:7]([C:10](=[O:11])[NH2:12])[N:8]1[CH2:9]2>>[O:1]=[C:2]1[N:3]([OH:13])[CH:4]2[CH2:5][CH2:6][CH:7]([C:10](=[O:11])[NH2:12])[N:8]1[CH2:9]2. The reactants are ClC=1C=C2C(=NC1)N(C=C2B2OC(C(O2)(C)C)(C)C)S(=O)(=O)C2=CC=C(C=C2)C (5-chloro-1-(p-tolylsulfonyl)-3-(4,4,5,5-tetramethyl-1,3,2-dioxaborolan-2-yl)pyrrolo[2,3-b]pyridine), ClC1=NC=C(C(=N1)N[C@@H]1CC(CCC1)(O)C)F ((3S)-3-[(2-chloro-5-fluoro-pyrimidin-4-yl)amino]-1-methyl-cyclohexanol), 29c, C(=O)([O-])[O-].[Na+].[Na+] (Na2CO3), palladium tetrakis-triphenylphosphane. Solvent: C(OC)COC (dimethoxyethane). Conditions: temperature 130 celsius. Yields the product ClC=1C=C2C(=NC1)N(C=C2C2=NC=C(C(=N2)N[C@@H]2CC(CCC2)(O)C)F)S(=O)(=O)C2=CC=C(C)C=C2 ((3S)-3-(2-(5-chloro-1-tosyl-1H-pyrrolo[2,3-b]pyridin-3-yl)-5-fluoropyrimidin-4-ylamino)-1-methylcyclohexanol), 29e. The yield is 63.0%. Reaction SMILES: [Cl:1][C:2]1[CH:3]=[C:4]2[C:10](B3OC(C)(C)C(C)(C)O3)=[CH:9][N:8]([S:20]([C:23]3[CH:28]=[CH:27][C:26]([CH3:29])=[CH:25][CH:24]=3)(=[O:22])=[O:21])[C:5]2=[N:6][CH:7]=1.Cl[C:31]1[N:36]=[C:35]([NH:37][C@H:38]2[CH2:43][CH2:42][CH2:41][C:40]([CH3:45])([OH:44])[CH2:39]2)[C:34]([F:46])=[CH:33][N:32]=1.C([O-])([O-])=O.[Na+].[Na+]>C(COC)OC>[Cl:1][C:2]1[CH:3]=[C:4]2[C:10]([C:31]3[N:36]=[C:35]([NH:37][C@H:38]4[CH2:43][CH2:42][CH2:41][C:40]([CH3:45])([OH:44])[CH2:39]4)[C:34]([F:46])=[CH:33][N:32]=3)=[CH:9][N:8]([S:20]([C:23]3[CH:24]=[CH:25][C:26]([CH3:29])=[CH:27][CH:28]=3)(=[O:21])=[O:22])[C:5]2=[N:6][CH:7]=1 |f:2.3.4|. Procedure: Degassed a solution of 5-chloro-1-(p-tolylsulfonyl)-3-(4,4,5,5-tetramethyl-1,3,2-dioxaborolan-2-yl)pyrrolo[2,3-b]pyridine (1.46 g, 3.37 mmol), (3S)-3-[(2-chloro-5-fluoro-pyrimidin-4-yl)amino]-1-methyl-cyclohexanol, 29c, (0.72 g, 2.81 mmol) and Na2CO3 (4.21 mL of 2M solution, 8.433 mmol) in dimethoxyethane (15 mL) for 30 min with nitrogen. To the reaction mixture was added palladium tetrakis-triphenylphosphane (0.16 g, 0.14 mmol). The reaction mixture was heated at 130° C. in Q-tube apparatus for... Starting materials: Cl (HCl), FC(C=1C=C(C=C(C1)C(F)(F)F)[C@@H]1[C@@H](N(C(O1)=O)CC1=C(C=CC(=C1)C(F)(F)F)C=1C=C(C(=CC1OC)F)C1=CC(=C(C=C1)C(=O)OC)C)C)(F)F (methyl 2″-({(4S,5R)-5-[3,5-bis(trifluoromethyl)phenyl]-4-methyl-2-oxo-1,3-oxazolidin-3-yl}methyl)-6′-fluoro-4′-methoxy-3-methyl-4″-(trifluoromethyl)-1,1′:3′,1″-terphenyl-4-carboxylate), O.[OH-].[Li+] (lithium hydroxide monohydrate), O (water). The solvent is O1CCOCC1 (1,4-dioxane), CCOC(=O)C (EtOAc). Yields the product FC(C=1C=C(C=C(C1)C(F)(F)F)[C@@H]1[C@@H](N(C(O1)=O)CC1=C(C=CC(=C1)C(F)(F)F)C=1C=C(C(=CC1OC)F)C1=CC(=C(C=C1)C(=O)O)C)C)(F)F (2″-({(4S,5R)-5-[3,5-bis(trifluoromethyl)phenyl]-4-methyl-2-oxo-1,3-oxazolidin-3-yl}methyl)-6′-fluoro-4′-methoxy-3-methyl-4″-(trifluoromethyl)-1,1′:3′,1″-terphenyl-4-carboxylic Acid). As a reaction SMILES: [F:1][C:2]([F:52])([F:51])[C:3]1[CH:4]=[C:5]([C@H:13]2[O:17][C:16](=[O:18])[N:15]([CH2:19][C:20]3[CH:25]=[C:24]([C:26]([F:29])([F:28])[F:27])[CH:23]=[CH:22][C:21]=3[C:30]3[CH:31]=[C:32]([C:39]4[CH:44]=[CH:43][C:42]([C:45]([O:47]C)=[O:46])=[C:41]([CH3:49])[CH:40]=4)[C:33]([F:38])=[CH:34][C:35]=3[O:36][CH3:37])[C@H:14]2[CH3:50])[CH:6]=[C:7]([C:9]([F:12])([F:11])[F:10])[CH:8]=1.O.[OH-].[Li+].O.Cl>CCOC(C)=O.O1CCOCC1>[F:52][C:2]([F:1])([F:51])[C:3]1[CH:4]=[C:5]([C@H:13]2[O:17][C:16](=[O:18])[N:15]([CH2:19][C:20]3[CH:25]=[C:24]([C:26]([F:27])([F:28])[F:29])[CH:23]=[CH:22][C:21]=3[C:30]3[CH:31]=[C:32]([C:39]4[CH:44]=[CH:43][C:42]([C:45]([OH:47])=[O:46])=[C:41]([CH3:49])[CH:40]=4)[C:33]([F:38])=[CH:34][C:35]=3[O:36][CH3:37])[C@H:14]2[CH3:50])[CH:6]=[C:7]([C:9]([F:12])([F:11])[F:10])[CH:8]=1 |f:1.2.3|. Reported procedure: methyl 2″-({(4S,5R)-5-[3,5-bis(trifluoromethyl)phenyl]-4-methyl-2-oxo-1,3-oxazolidin-3-yl}methyl)-6′-fluoro-4′-methoxy-3-methyl-4″-(trifluoromethyl)-1,1′:3′,1″-terphenyl-4-carboxylate (55 mg, 0.074 mmol), lithium hydroxide monohydrate (31 mg, 0.74 mmol), water (1 mL) and 1,4-dioxane (2 mL) were stirred at room temperature overnight. LCMS trace of reaction aliquot indicated completion of reaction. Crude mixture was acidified by HCl (1N aq.). Volatiles were removed under reduced pressure. Pot resi...